describe an organic reaction: reactants, conditions, products, and yield From a dataset of the Open Reaction Database (ORD), a public repository of structured organic reaction records. The reactants are Cc1ccccc1, ClP(c1ccccc1)c1ccccc1, CC(C)c1nc(N(C)S(C)(=O)=O)nc(-c2ccc(F)cc2)c1CO, [H-], [I-], [Na+], [Na+], [Na+], O=S([O-])O. The product is CC(C)c1nc(N(C)S(C)(=O)=O)nc(-c2ccc(F)cc2)c1CP(=O)(c1ccccc1)c1ccccc1. As a reaction SMILES: [CH3:48][c:49]1[cH:50][cH:51][cH:52][cH:53][cH:54]1.[Cl:27][P:28]([c:29]1[cH:30][cH:31][cH:32][cH:33][cH:34]1)[c:35]1[cH:36][cH:37][cH:38][cH:39][cH:40]1.[F:1][c:2]1[cH:3][cH:4][c:5](-[c:8]2[n:9][c:10]([N:19]([S:20](=[O:21])(=[O:22])[CH3:23])[CH3:24])[n:11][c:12]([CH:16]([CH3:17])[CH3:18])[c:13]2[CH2:14][OH:15])[cH:6][cH:7]1.[H-:25].[I-:42].[Na+:26].[Na+:41].[Na+:47].[S:43]([O-:44])(=[O:45])[OH:46]>>[F:1][c:2]1[cH:3][cH:4][c:5](-[c:8]2[n:9][c:10]([N:19]([S:20](=[O:21])(=[O:22])[CH3:23])[CH3:24])[n:11][c:12]([CH:16]([CH3:17])[CH3:18])[c:13]2[CH2:14][P:28]([c:29]2[cH:30][cH:31][cH:32][cH:33][cH:34]2)([c:35]2[cH:36][cH:37][cH:38][cH:39][cH:40]2)=[O:44])[cH:6][cH:7]1.